This data is from the Open Reaction Database (ORD), a public repository of structured organic reaction records. The task is: describe an organic reaction: reactants, conditions, products, and yield Starting materials: CNN, CN(C)C=O, O=C1c2ccccc2C(=O)N1OCc1nc(=O)c(O)c[nH]1. Product: NOCc1nc(=O)c(O)c[nH]1. As a reaction SMILES: [CH3:22][NH:23][NH2:24].[CH3:25][N:26]([CH3:27])[CH:28]=[O:29].[OH:1][c:2]1[c:3](=[O:21])[n:4][c:5]([CH2:8][O:9][N:10]2[C:11](=[O:12])[c:13]3[cH:14][cH:15][cH:16][cH:17][c:18]3[C:19]2=[O:20])[nH:6][cH:7]1>>[OH:1][c:2]1[c:3](=[O:21])[n:4][c:5]([CH2:8][O:9][NH2:10])[nH:6][cH:7]1. Reactants: VI, CC(=O)C (acetone), CC(=O)C.CCCCC (acetone pentane). Yields the product CC(=O)C.CC(=O)C.CCCCC (Acetone Acetone Pentane). As a reaction SMILES: [CH3:1][C:2]([CH3:4])=[O:3].[CH3:5][C:6]([CH3:8])=[O:7].[CH3:9][CH2:10][CH2:11][CH2:12][CH3:13]>>[CH3:1][C:2]([CH3:4])=[O:3].[CH3:5][C:6]([CH3:8])=[O:7].[CH3:9][CH2:10][CH2:11][CH2:12][CH3:13] |f:1.2,3.4.5|. Procedure: The previous examples (V and VI) show that 2-step immersion extraction using acetone, then acetone/pentane azeotrope is a viable method for extraction of resin and rubber from guayule shrub. Expression of bagasse or multiple rinses may be used to increase the yield or efficiency of either step. Reactants: CC1=CNC2=CC=CC=C12 (3-methyl-1H-indol), CN(C1(CCC(CC1)(O)C1=CC=C(C=C1)OC)C1=CC=CC=C1)C (4-dimethylamino-1-(4-methoxyphenyl)-4-phenylcyclohexanol), [OH-].[Na+] (NaOH), C[Si](C)(C)OS(=O)(=O)C(F)(F)F (trifluoromethane sulphonic acid trimethylsilyl ester). Solvent: ClCCl (dichloromethane), O=O (oxygen). Run at time 16 hour. Yields the product COC1=CC=C(C=C1)C1(CCC(CC1)(C1=CC=CC=C1)N(C)C)C=1NC2=CC=CC=C2C1C (4-(4-methoxyphenyl)-N,N-dimethyl-4-(3-methyl-1H-indol-2-yl)-1-phenylcyclohexylamine). As a reaction SMILES: [CH3:1][C:2]1[C:10]2[C:5](=[CH:6][CH:7]=[CH:8][CH:9]=2)[NH:4][CH:3]=1.[CH3:11][N:12]([CH3:34])[C:13]1([C:28]2[CH:33]=[CH:32][CH:31]=[CH:30][CH:29]=2)[CH2:18][CH2:17][C:16]([C:20]2[CH:25]=[CH:24][C:23]([O:26][CH3:27])=[CH:22][CH:21]=2)(O)[CH2:15][CH2:14]1.C[Si](OS(C(F)(F)F)(=O)=O)(C)C.[OH-].[Na+]>ClCCl.O=O>[CH3:27][O:26][C:23]1[CH:22]=[CH:21][C:20]([C:16]2([C:3]3[NH:4][C:5]4[C:10]([C:2]=3[CH3:1])=[CH:9][CH:8]=[CH:7][CH:6]=4)[CH2:17][CH2:18][C:13]([N:12]([CH3:11])[CH3:34])([C:28]3[CH:29]=[CH:30][CH:31]=[CH:32][CH:33]=3)[CH2:14][CH2:15]2)=[CH:25][CH:24]=1 |f:3.4|. Reported procedure: 3-methyl-1H-indol (393 mg, 3 mmol) and the more non-polar 4-dimethylamino-1-(4-methoxyphenyl)-4-phenylcyclohexanol (651 mg, 2 mmol) were dissolved in absolute dichloromethane (50 ml) with the exclusion of oxygen, mixed with trifluoromethane sulphonic acid trimethylsilyl ester (581 μl, 3 mmol) and stirred for 16 h at room temperature. For work up the batch was mixed with 5N NaOH (50 ml) and stirred for 1 h at room temperature. The aqueous phase was separated and extracted with dichloromethane (3×... Starting materials: C(C)NCC1=CC=C(S1)C=1C=C2C(=CNC2=C(C1)C(=O)N)C1CCN(CC1)S(=O)(=O)CC (5-{5-[(ethylamino)methyl]-2-thienyl}-3-[1-(ethylsulfonyl)-4-piperidinyl]-1H-indole-7-carboxamide), [BH3-]C#N.[Na+] (NaCNBH3), C(=O)C1=CC=C(S1)B(O)O ((5-formyl-2-thienyl)boronic acid), C1(CC1)N (cyclopropylamine). Product: C1(CC1)NCC1=CC=C(S1)B(O)O ({5-[(cyclopropylamino)methyl]-2-thienyl}boronic acid). As a reaction SMILES: C(NCC1SC(C2C=C3C(=C(C(N)=O)C=2)NC=C3[CH:22]2[CH2:27][CH2:26][N:25](S(CC)(=O)=O)CC2)=CC=1)C.[CH:33]([C:35]1[S:39][C:38]([B:40]([OH:42])[OH:41])=[CH:37][CH:36]=1)=O.C1(N)CC1.[BH3-]C#N.[Na+]>>[CH:26]1([NH:25][CH2:33][C:35]2[S:39][C:38]([B:40]([OH:42])[OH:41])=[CH:37][CH:36]=2)[CH2:22][CH2:27]1 |f:3.4|. Reported procedure: Following the general procedure of 5-{5-[(ethylamino)methyl]-2-thienyl}-3-[1-(ethylsulfonyl)-4-piperidinyl]-1H-indole-7-carboxamide, (5-formyl-2-thienyl)boronic acid (50 mg, 0.32 mmol), cyclopropylamine (0.022 mL, 0.32 mmol), and NaCNBH3 (40 mg, 0.64 mmol) were reacted to give 63 mg of crude {5-[(cyclopropylamino)methyl]-2-thienyl}boronic acid. The crude {5-[(cyclopropylamino)methyl]-2-thienyl}boronic acid was then reacted with 5-bromo-3-[1-(ethylsulfonyl)-4-piperidinyl]-1H-indole-7-carboxamide ...